The task is: describe an organic reaction: reactants, conditions, products, and yield. This data is from the Open Reaction Database (ORD), a public repository of structured organic reaction records. The reactants are C(=O)([O-])[O-].[K+].[K+] (K2CO3), C(C1=CC=CC=C1)Br (benzyl bromide), ice water, [N+](=O)([O-])C1=CC=C(CN2C(NCC2=O)=O)C=C1 (3-(4-Nitrobenzyl)imidazolidin-2,4-dione). The solvent is CN(C)C=O (DMF), CN(C)C=O (DMF). Conditions: time 16 hour. Product: C(C1=CC=CC=C1)N1C(N(C(C1)=O)CC1=CC=C(C=C1)[N+](=O)[O-])=O (1-Benzyl-3-(4-nitrobenzyl)imidazolidin-2,4-dione). The yield is 85.8%. RXN SMILES: [N+:1]([C:4]1[CH:17]=[CH:16][C:7]([CH2:8][N:9]2[C:13](=[O:14])[CH2:12][NH:11][C:10]2=[O:15])=[CH:6][CH:5]=1)([O-:3])=[O:2].C([O-])([O-])=O.[K+].[K+].[CH2:24](Br)[C:25]1[CH:30]=[CH:29][CH:28]=[CH:27][CH:26]=1>CN(C=O)C>[CH2:24]([N:11]1[CH2:12][C:13](=[O:14])[N:9]([CH2:8][C:7]2[CH:16]=[CH:17][C:4]([N+:1]([O-:3])=[O:2])=[CH:5][CH:6]=2)[C:10]1=[O:15])[C:25]1[CH:30]=[CH:29][CH:28]=[CH:27][CH:26]=1 |f:1.2.3|. Procedure details: A solution of the product from step (a) (5.9 g) in DMF (15 ml) was added under N2 to a stirred suspension of anhy. K2CO3 (3.5 g) in DMF (15 ml), followed by the addition of benzyl bromide (4.3 g, Aldrich). After additions were complete, the mixture was stirred at room temperature for 16 hours, then poured into ice-water and extracted with ethyl acetate (×3). The combined extracts were washed with brine, dried over MgSO4 and evaporated to give a yellow oil which was flash chromatographed through ...